This data is from the Open Reaction Database (ORD), a public repository of structured organic reaction records. The task is: describe an organic reaction: reactants, conditions, products, and yield The reactants are ClC1=CC=2C(=NCC=3N(C2S1)CC(N3)CO)C3=C(C=CC=C3)F (2-chloro-4-(2-fluoro-phenyl)-8,9-dihydro-6H-imidazo[1,2-a]thieno-[3,2-f][1,4]diazepine-8-methanol), C(C)(=O)OC(C)=O (acetic anhydride), sodium carbonate ice dichloromethane. The reagents and catalysts are Cl(=O)(=O)(=O)O (perchloric acid). Run at time 20 minute. The product is Cl.ClC1=CC=2C(=NCC=3N(C2S1)CC(N3)CC(=O)O)C3=C(C=CC=C3)F (2-chloro-4-(2-fluoro-phenyl)-8,9-dihydro-6H-imidazo[1,2-a]thieno[3,2-f][1,4]diazepin-8-yl-acetate-hydrochloride). Reaction SMILES: [Cl:1][C:2]1[S:11][C:10]2[N:9]3[CH2:12][CH:13](CO)[N:14]=[C:8]3[CH2:7][N:6]=[C:5]([C:17]3[CH:22]=[CH:21][CH:20]=[CH:19][C:18]=3[F:23])[C:4]=2[CH:3]=1.[C:24]([O:27]C(=O)C)(=[O:26])[CH3:25]>Cl(O)(=O)(=O)=O>[ClH:1].[Cl:1][C:2]1[S:11][C:10]2[N:9]3[CH2:12][CH:13]([CH2:25][C:24]([OH:27])=[O:26])[N:14]=[C:8]3[CH2:7][N:6]=[C:5]([C:17]3[CH:22]=[CH:21][CH:20]=[CH:19][C:18]=3[F:23])[C:4]=2[CH:3]=1 |f:3.4|. Procedure: 31 drops of perchloric acid (70%) were added to a suspension of 1.5 g of 2-chloro-4-(2-fluoro-phenyl)-8,9-dihydro-6H-imidazo[1,2-a]thieno-[3,2-f][1,4]diazepine-8-methanol in 31 ml of acetic anhydride until the starting product was completely in solution. After stirring at room temperature for 20 min. the solution was poured into sodium carbonate/ice/dichloromethane and stirred at room temperature for 1 h. After extraction the dichloromethane extracts were dried with sodium sulphate, filtered and... Starting materials: ClCCCl, CCOC(C)=O, COc1cc(C=C(CCCCl)C(=O)O)ccc1-n1cnc(C)c1, O=C(O)C(F)(F)F, CC(N)c1cc(F)ccc1F, CN(C)C=O, O, On1nnc2ccccc21. Yields the product COc1cc(C=C(CCCCl)C(=O)NC(C)c2cc(F)ccc2F)ccc1-n1cnc(C)c1. Reaction SMILES: [CH2:1]([Cl:2])[CH2:3][Cl:4].[CH3:61][CH2:62][O:63][C:64](=[O:65])[CH3:66].[Cl:22][CH2:23][CH2:24][CH2:25][C:26]([C:27](=[O:28])[OH:29])=[CH:30][c:31]1[cH:32][c:33]([O:43][CH3:44])[c:34](-[n:37]2[cH:38][n:39][c:40]([CH3:42])[cH:41]2)[cH:35][cH:36]1.[F:15][C:16]([F:17])([F:18])[C:19]([OH:20])=[O:21].[F:45][c:46]1[c:47]([CH:53]([CH3:54])[NH2:55])[cH:48][c:49]([F:52])[cH:50][cH:51]1.[O:56]=[CH:57][N:58]([CH3:59])[CH3:60].[OH2:67].[OH:5][n:6]1[c:7]2[c:8]([cH:9][cH:10][cH:11][cH:12]2)[n:13][n:14]1>>[Cl:22][CH2:23][CH2:24][CH2:25][C:26]([C:27](=[O:29])[NH:55][CH:53]([c:47]1[c:46]([F:45])[cH:51][cH:50][c:49]([F:52])[cH:48]1)[CH3:54])=[CH:30][c:31]1[cH:32][c:33]([O:43][CH3:44])[c:34](-[n:37]2[cH:38][n:39][c:40]([CH3:42])[cH:41]2)[cH:35][cH:36]1. Yields the product O=C(CN1CCC(Oc2ccccc2)CC1)Nc1ccc2c(c1)OCC(=O)N2. Reaction SMILES: [CH2:30]([O:31][CH2:32][CH3:33])[CH3:34].[Cl:1][CH2:2][C:3](=[O:4])[NH:5][c:6]1[cH:7][c:8]2[c:9]([cH:15][cH:16]1)[NH:10][C:11](=[O:14])[CH2:12][O:13]2.[O:17]([c:18]1[cH:19][cH:20][cH:21][cH:22][cH:23]1)[CH:24]1[CH2:25][CH2:26][NH:27][CH2:28][CH2:29]1>>[CH2:2]([C:3](=[O:4])[NH:5][c:6]1[cH:7][c:8]2[c:9]([cH:15][cH:16]1)[NH:10][C:11](=[O:14])[CH2:12][O:13]2)[N:27]1[CH2:26][CH2:25][CH:24]([O:17][c:18]2[cH:19][cH:20][cH:21][cH:22][cH:23]2)[CH2:29][CH2:28]1. The reactants are CCOCC, O=C(CCl)Nc1ccc2c(c1)OCC(=O)N2, c1ccc(OC2CCNCC2)cc1. Starting materials: Cl (hydrochloric acid), N1=CNC(C=C1)=O (pyrimidin-4(3H)-one), [OH-].[Na+] (sodium hydroxide), Br[C@@H](C(=O)O)C ((2R)-2-bromopropanoic acid). Conditions: temperature 85 celsius. The product is O=C1C=CN=CN1C(C(=O)O)C (2-[6-oxopyrimidin-1(6H)-yl]propanoic acid). RXN SMILES: [N:1]1[CH:6]=[CH:5][C:4](=[O:7])[NH:3][CH:2]=1.[OH-].[Na+].Br[C@H:11]([CH3:15])[C:12]([OH:14])=[O:13].Cl>>[O:7]=[C:4]1[N:3]([CH:11]([CH3:15])[C:12]([OH:14])=[O:13])[CH:2]=[N:1][CH:6]=[CH:5]1 |f:1.2|. Procedure: To pyrimidin-4(3H)-one (0.908 g, 9.45 mmol) was added 5 N sodium hydroxide solution (3.8 mL) followed by (2R)-2-bromopropanoic acid (0.95 mL, 11 mmol). The reaction mixture was heated at 85° C. for 1 h. After cooled down to ambient temperature, it was neutralized with 2 M hydrochloric acid (5.2 mL) and then directly purified by reverse phase HPLC (TMC Pro-Pac C18; 0-40% 0.1% trifluoroacetic acid in acetonitrile/0.1% trifluoroacetic acid in water gradient). Removal of the volatiles in vacuo affor...